Dataset: the Open Reaction Database (ORD), a public repository of structured organic reaction records. Task: describe an organic reaction: reactants, conditions, products, and yield Reactants: FC(C(=O)O)(F)F (Trifluroacetic acid), COC1=CC=C(C=C1)S(=O)(=O)N1N(CC=C(C=C1)C(=O)OC(C)(C)C)C(=O)OC(C)(C)C (t-butyl 1-[(4-methoxyphenyl)sulfonyl]-5-(t-butoxycarbonyl)-diazepine-2-carboxylate), C(=O)(C(F)(F)F)O (TFA). The solvent is C(Cl)Cl (methylene chloride). Conditions: temperature 0 celsius, time 3 hour. Product: COC1=CC=C(C=C1)S(=O)(=O)N1N(CC=CC=C1)C(=O)O (1-[(4-Methoxyphenyl)sulfonyl]-diazepine-2-carboxylic acid). RXN SMILES: [CH3:1][O:2][C:3]1[CH:8]=[CH:7][C:6]([S:9]([N:12]2[CH:18]=[CH:17][C:16](C(OC(C)(C)C)=O)=[CH:15][CH2:14][N:13]2[C:26]([O:28]C(C)(C)C)=[O:27])(=[O:11])=[O:10])=[CH:5][CH:4]=1.FC(F)(F)C(O)=O>C(Cl)Cl>[CH3:1][O:2][C:3]1[CH:8]=[CH:7][C:6]([S:9]([N:12]2[CH:18]=[CH:17][CH:16]=[CH:15][CH2:14][N:13]2[C:26]([OH:28])=[O:27])(=[O:11])=[O:10])=[CH:5][CH:4]=1. Procedure: The t-butyl 1-[(4-methoxyphenyl)sulfonyl]-5-(t-butoxycarbonyl)-diazepine-2-carboxylate (0.45 g, 0.95 mmol) is dissolved in methylene chloride (1.5 mL) and cooled to 0° C. in an ice bath. Trifluroacetic acid (1.5 mL, 19.0 mmol) was added and the resulting mixture was stirred at 0° C. for 3 hours. The reaction mixture is warmed to room temperature and 1 mL of TFA is added. The reaction mixture is again stirred for an additional hour and the mixture is then concentrated down in vacuo. The residue i... Reactants: FC1=C(C#N)C=CC(=C1)O (2-fluoro-4-hydroxybenzonitrile), C(C)I (ethyl iodide), C1(CCCCC1)NO (N-cyclohexylhydroxylamine). Yields the product FC1=C(C=CC(=C1)OCC)C=[N+]([O-])C1CCCCC1 (α-(2-Fluoro-4-ethoxyphenyl)-N-cyclohexylnitrone). As a reaction SMILES: [F:1][C:2]1[CH:9]=[C:8]([OH:10])[CH:7]=[CH:6][C:3]=1[C:4]#N.[CH2:11](I)[CH3:12].[CH:14]1([NH:20][OH:21])[CH2:19][CH2:18][CH2:17][CH2:16][CH2:15]1>>[F:1][C:2]1[CH:9]=[C:8]([O:10][CH2:11][CH3:12])[CH:7]=[CH:6][C:3]=1[CH:4]=[N+:20]([CH:14]1[CH2:19][CH2:18][CH2:17][CH2:16][CH2:15]1)[O-:21]. Procedure details: The title compound was prepared according to the procedure described in Example 29 using 2-fluoro-4-hydroxybenzonitrile, ethyl iodide and N-cyclohexylhydroxylamine. The title compound was isolated in 58.8% overall yield as slightly yellowish crystals, m.p. 112.7° C. (Rf =0.17 on a silica gel plate using hexanes/ethyl acetate, 4:1, v:v, as the eluant). Reactants: C(C=C)C1C(CC(C(C(OC(C2CCCCN2C(C(C2(C(CC(C(C(CC(CC(=C1)C)C)OC)O2)OC)C)O)=O)=O)=O)C(=CC2CC(C(CC2)O)OC)C)C)O)=O (17-allyl- 1,14-dihydroxy-12-[2'-(4"-hydroxy-3"-methoxycyclohexyl)1-methylvinyl]-23,25-dimethoxy-13,19,21,27-tetramethyl-11,28-dioxa-4-azatricyclo[22.3.1.04,9 ]octacos-18-ene-2,3,10,16-tetraone), [BH4-].[Na+] (NaBH4). Solvent: CO (MeOH), C(C)(C)O (isopropanol). Reaction conditions: time 15 minute. The product is C(C=C)C1C(CC(C(C(OC(C2CCCCN2C(C(C2(C(CC(C(C(CC(CC(=C1)C)C)OC)O2)OC)C)O)O)=O)=O)C(=CC2CC(C(CC2)O)OC)C)C)O)=O (17-Allyl-1,2,14-trihydroxy 12-[2'-(4"-hydroxy-3"-methoxycyclohexyl)-1'-methylvinyl]-23,25-dimethoxy-13,19,21,27-tetramethyl-11,28-dioxa-4-azatricyclo[22.3.1.04,9 ]octacos-18-ene-3,10,-16-trione). The yield is 42.1%. As a reaction SMILES: [CH2:1]([CH:4]1[CH:30]=[C:29]([CH3:31])[CH2:28][CH:27]([CH3:32])[CH2:26][CH:25]([O:33][CH3:34])[CH:24]2[O:35][C:20]([OH:39])([CH:21]([CH3:38])[CH2:22][CH:23]2[O:36][CH3:37])[C:19](=[O:40])[C:18](=[O:41])[N:17]2[CH:12]([CH2:13][CH2:14][CH2:15][CH2:16]2)[C:11](=[O:42])[O:10][CH:9]([C:43]([CH3:54])=[CH:44][CH:45]2[CH2:50][CH2:49][CH:48]([OH:51])[CH:47]([O:52][CH3:53])[CH2:46]2)[CH:8]([CH3:55])[CH:7]([OH:56])[CH2:6][C:5]1=[O:57])[CH:2]=[CH2:3].[BH4-].[Na+]>CO.C(O)(C)C>[CH2:1]([CH:4]1[CH:30]=[C:29]([CH3:31])[CH2:28][CH:27]([CH3:32])[CH2:26][CH:25]([O:33][CH3:34])[CH:24]2[O:35][C:20]([OH:39])([CH:21]([CH3:38])[CH2:22][CH:23]2[O:36][CH3:37])[CH:19]([OH:40])[C:18](=[O:41])[N:17]2[CH:12]([CH2:13][CH2:14][CH2:15][CH2:16]2)[C:11](=[O:42])[O:10][CH:9]([C:43]([CH3:54])=[CH:44][CH:45]2[CH2:50][CH2:49][CH:48]([OH:51])[CH:47]([O:52][CH3:53])[CH2:46]2)[CH:8]([CH3:55])[CH:7]([OH:56])[CH2:6][C:5]1=[O:57])[CH:2]=[CH2:3] |f:1.2|. Procedure details: To a stirred solution of 17-allyl- 1,14-dihydroxy-12-[2'-(4"-hydroxy-3"-methoxycyclohexyl)1-methylvinyl]-23,25-dimethoxy-13,19,21,27-tetramethyl-11,28-dioxa-4-azatricyclo[22.3.1.04,9 ]octacos-18-ene-2,3,10,16-tetraone (300 mg, 0.374 mmol) in 9 ml MeOH was added dropwise at RT a solution of NaBH4 (0.12 mmol) in 2 ml isopropanol. After stirring at RT for 15 minutes the reaction was quenched by pouring into 1.5 ml acetic acid in ice and the mixture was extracted with ethyl acetate (3×50 ml). The co... Starting materials: ClC1=CC=C(OC2CN(C2)CC[C@@H](CO)NC(=O)NC=2N(N=C(C2)CC)C)C=C1 (1-{(S)-3-[3-(4-Chloro-phenoxy)-azetidin-1-yl]-1-hydroxymethyl-propyl}-3-(5-ethyl-2-methyl-2H-pyrazol-3-yl)-urea), Cl.N[C@H](CO)CCN1CC(C1)CC1=CC=C(C=C1)F ((S)-2-amino-4-[3-(4-fluoro-benzyl)-azetidin-1-yl]-butan-1-ol hydrochloride). Yields the product FC1=CC=C(CC2CN(C2)CC[C@@H](CO)NC(=O)NC=2N(N=C(C2)CC)C)C=C1 (1-{(S)-3-[3-(4-fluoro-benzyl)-azetidin-1-yl]-1-hydroxymethyl-propyl}-3-(5-ethyl-2-methyl-2H-pyrazol-3-yl)-urea). As a reaction SMILES: ClC1C=CC(O[CH:7]2[CH2:10][N:9]([CH2:11][CH2:12][C@H:13]([NH:16][C:17]([NH:19][C:20]3[N:21]([CH3:27])[N:22]=[C:23]([CH2:25][CH3:26])[CH:24]=3)=[O:18])[CH2:14][OH:15])[CH2:8]2)=CC=1.Cl.N[C@@H](CCN1CC([CH2:41][C:42]2[CH:47]=[CH:46][C:45]([F:48])=[CH:44][CH:43]=2)C1)CO>>[F:48][C:45]1[CH:46]=[CH:47][C:42]([CH2:41][CH:7]2[CH2:8][N:9]([CH2:11][CH2:12][C@H:13]([NH:16][C:17]([NH:19][C:20]3[N:21]([CH3:27])[N:22]=[C:23]([CH2:25][CH3:26])[CH:24]=3)=[O:18])[CH2:14][OH:15])[CH2:10]2)=[CH:43][CH:44]=1 |f:1.2|. Reported procedure: This compound is prepared analogously to 1-{(S)-3-[3-(4-Chloro-phenoxy)-azetidin-1-yl]-1-hydroxymethyl-propyl}-3-(5-ethyl-2-methyl-2H-pyrazol-3-yl)-urea in Example 88 except using (S)-2-amino-4-[3-(4-fluoro-benzyl)-azetidin-1-yl]-butan-1-ol hydrochloride in place of (S)-2-amino-4-[3-(4-chloro-phenoxy)-azetidin-1-yl]-butan-1-ol hydrochloride. The reactants are CNCC(CCO)c1ccc(Br)cc1, CC(C)[Si](Cl)(C(C)C)C(C)C, ClCCl, c1c[nH]cn1. Yields the product CNCC(CCO[Si](C(C)C)(C(C)C)C(C)C)c1ccc(Br)cc1. As a reaction SMILES: [Br:1][c:2]1[cH:3][cH:4][c:5]([CH:8]([CH2:9][CH2:10][OH:11])[CH2:12][NH:13][CH3:14])[cH:6][cH:7]1.[CH:20]([CH3:21])([CH3:22])[Si:23]([Cl:24])([CH:25]([CH3:26])[CH3:27])[CH:28]([CH3:29])[CH3:30].[Cl:31][CH2:32][Cl:33].[nH:15]1[cH:16][cH:17][n:18][cH:19]1>>[Br:1][c:2]1[cH:3][cH:4][c:5]([CH:8]([CH2:9][CH2:10][O:11][Si:23]([CH:20]([CH3:21])[CH3:22])([CH:25]([CH3:26])[CH3:27])[CH:28]([CH3:29])[CH3:30])[CH2:12][NH:13][CH3:14])[cH:6][cH:7]1. Starting materials: C(C=C)OC(COC1=CC=C(C=C1)COC1=CC(=C(C=C1)C(C1=CC=CC=C1)=O)N)=O (4-(3-Amino-4-benzoylphenoxymethyl)phenoxyacetic acid allyl ester), N1=CC=CC=C1 (pyridine), C1(=CC=CC=2C3=CC=CC=C3CC12)COC(=O)Cl (fluorenylmethoxycarbonyl chloride). Run in C(Cl)Cl (CH2Cl2), C(Cl)Cl (CH2Cl2). Conditions: temperature 0 celsius, time 15 minute. Yields the product C(C=C)OC(COC1=CC=C(C=C1)COC1=CC(=C(C=C1)C(C1=CC=CC=C1)=O)NC(=O)OCC1=CC=CC=2C3=CC=CC=C3CC12)=O (4-(4-Benzoyl-3-fluorenylmethoxycarbonylamino-phenoxymethyl) phenoxyacetic acid allyl ester). The yield is 79.0%. RXN SMILES: [CH2:1]([O:4][C:5](=[O:31])[CH2:6][O:7][C:8]1[CH:13]=[CH:12][C:11]([CH2:14][O:15][C:16]2[CH:21]=[CH:20][C:19]([C:22](=[O:29])[C:23]3[CH:28]=[CH:27][CH:26]=[CH:25][CH:24]=3)=[C:18]([NH2:30])[CH:17]=2)=[CH:10][CH:9]=1)[CH:2]=[CH2:3].N1C=CC=CC=1.[C:38]1([CH2:51][O:52][C:53](Cl)=[O:54])[C:50]2[CH2:49][C:48]3[C:43](=[CH:44][CH:45]=[CH:46][CH:47]=3)[C:42]=2[CH:41]=[CH:40][CH:39]=1>C(Cl)Cl>[CH2:1]([O:4][C:5](=[O:31])[CH2:6][O:7][C:8]1[CH:9]=[CH:10][C:11]([CH2:14][O:15][C:16]2[CH:21]=[CH:20][C:19]([C:22](=[O:29])[C:23]3[CH:28]=[CH:27][CH:26]=[CH:25][CH:24]=3)=[C:18]([NH:30][C:53]([O:52][CH2:51][C:38]3[C:50]4[CH2:49][C:48]5[C:43](=[CH:44][CH:45]=[CH:46][CH:47]=5)[C:42]=4[CH:41]=[CH:40][CH:39]=3)=[O:54])[CH:17]=2)=[CH:12][CH:13]=1)[CH:2]=[CH2:3]. Procedure: 4-(3-Amino-4-benzoylphenoxymethyl)phenoxyacetic acid allyl ester (4.74 g, 11.4 mmol) and pyridine (1.09 g, 13.7 mmol, 1.2 equiv) were dissolved in 60 mL of CH2Cl2. The resulting yellow solution was cooled to 0° C., and fluorenylmethoxycarbonyl chloride (2.65 g, 1.14 mmol, 1.05 equiv) was added. The resulting solution was stirred at 0° C. for 15 min and then at ambient temperature for 1 h. The solution was diluted with CH2Cl2 (150 mL), extracted twice with 1N aqueous sodium bisulfate (100 mL), on...